Dataset: the Open Reaction Database (ORD), a public repository of structured organic reaction records. Task: describe an organic reaction: reactants, conditions, products, and yield The reactants are C(CCC)P(C12CC3CC(CC(C1)C3)C2)C23CC1CC(CC(C2)C1)C3 (butyl diadamantyl phosphine), C([O-])([O-])=O.[K+].[K+] (potassium carbonate), C(C(C)(C)C)(=O)O (pivalic acid), OC(C)(C=1SC=CN1)[C@@H]1CC[C@H](CC1)C(=O)OCCCC (butyl trans-4-[1-hydroxy-1-(1,3-thiazol-2-yl)ethyl]cyclohexanecarboxylate), BrC1=CC(=CC(=N1)NC1=NC=C(C(=C1)C)F)C (N-(6-bromo-4-methylpyridine-2-yl)-5-fluoro-4-methylpyridine-2-amine). Reagents/catalysts: C(C)(=O)[O-].[Pd+2].C(C)(=O)[O-] (palladium(II) acetate). Reaction conditions: temperature 130 celsius. Product: FC=1C(=CC(=NC1)NC1=CC(=CC(=N1)C1=CN=C(S1)C(C)(O)[C@@H]1CC[C@H](CC1)C(=O)OCCCC)C)C (racemic butyl trans-4-[1-(5-{6-[(5-fluoro-4-methylpyridine-2-yl)amino]-4-methylpyridine-2-yl}-1,3-thiazol-2-yl)-1-hydroxyethyl]cyclohexanecarboxylate). Reaction SMILES: C(P(C12CC3CC(CC(C3)C1)C2)C12CC3CC(CC(C3)C1)C2)CCC.C(=O)([O-])[O-].[K+].[K+].C(O)(=O)C(C)(C)C.[OH:39][C:40]([C@H:47]1[CH2:52][CH2:51][C@H:50]([C:53]([O:55][CH2:56][CH2:57][CH2:58][CH3:59])=[O:54])[CH2:49][CH2:48]1)([C:42]1[S:43][CH:44]=[CH:45][N:46]=1)[CH3:41].Br[C:61]1[N:66]=[C:65]([NH:67][C:68]2[CH:73]=[C:72]([CH3:74])[C:71]([F:75])=[CH:70][N:69]=2)[CH:64]=[C:63]([CH3:76])[CH:62]=1>C([O-])(=O)C.[Pd+2].C([O-])(=O)C>[F:75][C:71]1[C:72]([CH3:74])=[CH:73][C:68]([NH:67][C:65]2[N:66]=[C:61]([C:44]3[S:43][C:42]([C:40]([C@H:47]4[CH2:52][CH2:51][C@H:50]([C:53]([O:55][CH2:56][CH2:57][CH2:58][CH3:59])=[O:54])[CH2:49][CH2:48]4)([OH:39])[CH3:41])=[N:46][CH:45]=3)[CH:62]=[C:63]([CH3:76])[CH:64]=2)=[N:69][CH:70]=1 |f:1.2.3,7.8.9|. Procedure: Into a flask were added butyl diadamantyl phosphine (0.133 g, 0.37 mmol), palladium(II) acetate (0.04 g, 2.2 mmol), potassium carbonate (0.77 g, 5.6 mmol), pivalic acid (0.23 g, 2.2 mmol), butyl trans-4-[1-hydroxy-1-(1,3-thiazol-2-yl)ethyl]cyclohexanecarboxylate (0.69 g, 60.0 mmol), and N-(6-bromo-4-methylpyridine-2-yl)-5-fluoro-4-methylpyridine-2-amine (0.55 g, 1.86 mmol) followed by nitrogen sparged dimethyl acetamide (4.4 mL). The slurry was evacuated and refilled with nitrogen three times an... Reactants: [Na+].CC1=[N+](C2=CC=CC=C2C1(CCCS(=O)(=O)O)C)CCCS(=O)(=O)O (2,3-dimethyl-1,3-bis-(3-sulfo-propyl)-3H-indolium sodium salt), C1(=CC=CC=C1)NC=NC1=CC=CC=C1 (N,N′-diphenyl-formamidine). The solvent is CO (methanol). Run at time 4 hour. Product: [Na+].CC1(C(=[N+](C2=CC=CC=C12)CCCS(=O)(=O)O)\C=C\NC1=CC=CC=C1)CCCS(=O)(=O)O (3-methyl-2-((E)-2-phenylamino-vinyl)-1,3-bis-(3-sulfo-propyl)-3H-indolium sodium salt). As a reaction SMILES: [Na+:1].[CH3:2][C:3]1[C:11]([CH3:19])([CH2:12][CH2:13][CH2:14][S:15]([OH:18])(=[O:17])=[O:16])[C:10]2[C:5](=[CH:6][CH:7]=[CH:8][CH:9]=2)[N+:4]=1[CH2:20][CH2:21][CH2:22][S:23]([OH:26])(=[O:25])=[O:24].[C:27]1([NH:33][CH:34]=NC2C=CC=CC=2)[CH:32]=[CH:31][CH:30]=[CH:29][CH:28]=1>CO>[Na+:1].[CH3:19][C:11]1([CH2:12][CH2:13][CH2:14][S:15]([OH:18])(=[O:16])=[O:17])[C:10]2[C:5](=[CH:6][CH:7]=[CH:8][CH:9]=2)[N+:4]([CH2:20][CH2:21][CH2:22][S:23]([OH:26])(=[O:24])=[O:25])=[C:3]1/[CH:2]=[CH:34]/[NH:33][C:27]1[CH:32]=[CH:31][CH:30]=[CH:29][CH:28]=1 |f:0.1,4.5|. Procedure details: 0.822 g (2 mmol) 2,3-dimethyl-1,3-bis-(3-sulfo-propyl)-3H-indolium sodium salt 7 and 0.49 g (2.5 mmol) N,N′-diphenyl-formamidine are dissolved in 20 ml methanol and stirred for about four hours under reflux. The solvent is removed in vacuum after cooling to room temperature. The residue is washed carefully with ethyl acetate. A dark yellow solid is obtained which is processed without further purification. The reactants are O=C([O-])[O-], CCCCOC(=O)Cl, ClCCl, [Na+], [Na+], O, CC(C)Cc1cc(-c2cccc(C(=O)Cn3cnc4ccccc43)c2)c(S(=O)(=O)NC(C)(C)C)s1. Yields the product CCCCOC(=O)NS(=O)(=O)c1sc(CC(C)C)cc1-c1cccc(C(=O)Cn2cnc3ccccc32)c1. As a reaction SMILES: [C:36](=[O:37])([O-:38])[O-:39].[Cl:43][C:44](=[O:45])[O:46][CH2:47][CH2:48][CH2:49][CH3:50].[Cl:51][CH2:52][Cl:53].[Na+:40].[Na+:41].[OH2:42].[n:1]1([CH2:10][C:11](=[O:12])[c:13]2[cH:14][c:15](-[c:19]3[c:20]([S:28](=[O:29])(=[O:30])[NH:31][C:32]([CH3:33])([CH3:34])[CH3:35])[s:21][c:22]([CH2:24][CH:25]([CH3:26])[CH3:27])[cH:23]3)[cH:16][cH:17][cH:18]2)[cH:2][n:3][c:4]2[c:5]1[cH:6][cH:7][cH:8][cH:9]2>>[n:1]1([CH2:10][C:11](=[O:12])[c:13]2[cH:14][c:15](-[c:19]3[c:20]([S:28](=[O:29])(=[O:30])[NH:31][C:44](=[O:45])[O:46][CH2:47][CH2:48][CH2:49][CH3:50])[s:21][c:22]([CH2:24][CH:25]([CH3:26])[CH3:27])[cH:23]3)[cH:16][cH:17][cH:18]2)[cH:2][n:3][c:4]2[c:5]1[cH:6][cH:7][cH:8][cH:9]2. The reactants are ICCOCCOCCI (1,2-bis(2-iodoethoxy)ethane), FC(F)P(OCC)(OCC)=O (diethyl difluoromethylphosphonate), [Li+].CC(C)[N-]C(C)C (LDA), alkyl lithium. The solvent is C1CCOC1 (THF), C1CCOC1 (THF), CCCCCCC.C1CCOC1.C(C)C1=CC=CC=C1 (heptane THF ethylbenzene). Conditions: time 30 minute. Yields the product FC(CCOCCOCCI)(F)P(OCC)(OCC)=O (diethyl 1,1-difluoro-3-(2-(2-iodoethoxy)ethoxy)propylphosphonate). Reaction SMILES: [F:1][CH:2]([P:4](=[O:11])([O:8][CH2:9][CH3:10])[O:5][CH2:6][CH3:7])[F:3].[Li+].CC([N-]C(C)C)C.[I:20][CH2:21][CH2:22][O:23][CH2:24][CH2:25][O:26][CH2:27][CH2:28]I>C1COCC1.CCCCCCC.C1COCC1.C(C1C=CC=CC=1)C>[F:1][C:2]([P:4](=[O:11])([O:5][CH2:6][CH3:7])[O:8][CH2:9][CH3:10])([F:3])[CH2:28][CH2:27][O:26][CH2:25][CH2:24][O:23][CH2:22][CH2:21][I:20] |f:1.2,5.6.7|. Procedure: To a solution of diethyl difluoromethylphosphonate (1.0 equiv.) in THF (0.8 M) at −78° C. was slowly added a solution of LDA (2 M, 1.1 equiv.) in heptane/THF/ethylbenzene, and the mixture was vigorously stirred for 30 minutes. In a separate reaction flask, a solution of 1,2-bis(2-iodoethoxy)ethane (1.0 equiv.) in THF (0.8M) was cooled to −78° C. To this solution was transferred, by cannula, the freshly prepared alkyl lithium solution and the reaction mixture was allowed to stir for 1 hour at −78... Starting materials: COc1ccc(CN2Cc3c(-c4ccccc4Cl)cc([N+](=O)[O-])cc3N(c3c(Cl)cccc3Cl)C2=O)cc1, O=C(O)C(F)(F)F. Yields the product O=C1NCc2c(-c3ccccc3Cl)cc([N+](=O)[O-])cc2N1c1c(Cl)cccc1Cl. As a reaction SMILES: [Cl:1][c:2]1[c:3](-[c:8]2[c:9]3[c:14]([cH:15][c:16]([N+:18](=[O:19])[O-:20])[cH:17]2)[N:13]([c:21]2[c:22]([Cl:28])[cH:23][cH:24][cH:25][c:26]2[Cl:27])[C:12](=[O:29])[N:11]([CH2:30][c:31]2[cH:32][cH:33][c:34]([O:35][CH3:36])[cH:37][cH:38]2)[CH2:10]3)[cH:4][cH:5][cH:6][cH:7]1.[OH:39][C:40]([C:41]([F:42])([F:43])[F:44])=[O:45]>>[Cl:1][c:2]1[c:3](-[c:8]2[c:9]3[c:14]([cH:15][c:16]([N+:18](=[O:19])[O-:20])[cH:17]2)[N:13]([c:21]2[c:22]([Cl:28])[cH:23][cH:24][cH:25][c:26]2[Cl:27])[C:12](=[O:29])[NH:11][CH2:10]3)[cH:4][cH:5][cH:6][cH:7]1. The reactants are Cc1n[nH]c(=O)c(-c2ncc(F)cc2F)c1-c1ccc(Cl)cc1, O=P(Cl)(Cl)Cl. Product: Cc1nnc(Cl)c(-c2ncc(F)cc2F)c1-c1ccc(Cl)cc1. RXN SMILES: [Cl:1][c:2]1[cH:3][cH:4][c:5](-[c:8]2[c:9](-[c:16]3[n:17][cH:18][c:19]([F:23])[cH:20][c:21]3[F:22])[c:10](=[O:15])[nH:11][n:12][c:13]2[CH3:14])[cH:6][cH:7]1.[P:24]([Cl:25])([Cl:26])([Cl:27])=[O:28]>>[Cl:1][c:2]1[cH:3][cH:4][c:5](-[c:8]2[c:9](-[c:16]3[n:17][cH:18][c:19]([F:23])[cH:20][c:21]3[F:22])[c:10]([Cl:26])[n:11][n:12][c:13]2[CH3:14])[cH:6][cH:7]1. The reactants are C(C)OC(=O)N1CC(C2=C(CC1)C=CS2)C (8-Methyl-4,5,7,8-tetrahydro-thieno[2,3-d]azepine-6-carboxylic acid ethyl ester), C1CC(=O)N(C1=O)Br (NBS). Run in C(Cl)(Cl)Cl.CC(=O)O (CHCl3 HOAc). Run at temperature 100 celsius, time 10 minute. Yields the product BrC1=CC2=C(C(CNCC2)C)S1 (2-Bromo-8-methyl-5,6,7,8-tetrahydro-4H-thieno[2,3-d]azepine). RXN SMILES: C(OC([N:6]1[CH2:12][CH2:11][C:10]2[CH:13]=[CH:14][S:15][C:9]=2[CH:8]([CH3:16])[CH2:7]1)=O)C.C1C(=O)N([Br:24])C(=O)C1>C(Cl)(Cl)Cl.CC(O)=O>[Br:24][C:14]1[S:15][C:9]2[CH:8]([CH3:16])[CH2:7][NH:6][CH2:12][CH2:11][C:10]=2[CH:13]=1 |f:2.3|. Procedure details: The product of step f) was dissolved in 2 mL of 1:1 CHCl3/HOAc and treated with NBS (62 mg, 0.35 mmol). After stirring for 10 minutes, the reaction was concentrated to dryness and filtered through a pad of silica gel, eluting with EtOAc. The eluent was concentrated and the residue was treated with 2 mL each EtOH and 40% aqueous KOH. After heating for 14 hours at 100° C., the reaction was diluted with water and extracted 2× into DCM. The title compound was purified by preparative HPLC-MS. The two... Reactants: COCCl (chloromethyl methyl ether), CN(C=O)C (N,N-dimethylformamide), C(#N)C1=CC=NC2=C1SC1=C(N2)C=C(C=C1)C(=O)OC (methyl 4-cyano-10H-pyrido[3,2-b][1,4]-benzothiazine-8-carboxylate), atmosphere, [H-].[Na+] (sodium hydride), CN(C=O)C (N,N-dimethylformamide). Run in O (water). The product is C(#N)C1=CC=NC2=C1SC1=C(N2CCOC)C=C(C=C1)C(=O)OC (Methyl 4-cyano-10-(methoxyethyl)-10H-pyrido[3,2-b][1,4]-benzothiazine-8-carboxylate). Reaction SMILES: [C:1]([C:3]1[C:8]2[S:9][C:10]3[CH:16]=[CH:15][C:14]([C:17]([O:19][CH3:20])=[O:18])=[CH:13][C:11]=3[NH:12][C:7]=2[N:6]=[CH:5][CH:4]=1)#[N:2].[H-].[Na+].[CH3:23][O:24][CH2:25]Cl.[CH3:27]N(C)C=O>O>[C:1]([C:3]1[C:8]2[S:9][C:10]3[CH:16]=[CH:15][C:14]([C:17]([O:19][CH3:20])=[O:18])=[CH:13][C:11]=3[N:12]([CH2:27][CH2:25][O:24][CH3:23])[C:7]=2[N:6]=[CH:5][CH:4]=1)#[N:2] |f:1.2|. Reported procedure: To a solution of methyl 3-amino-4-(1-oxo-4-cyano-3-pyridylthio)benzoate in pyridine (20 ml) was added 5 ml of acetic anhydride and the resulting mixture was stirred for 16 hours. Then the reaction mixture was concentrated under reduced pressure and the residue was purified by silica gel column chromatography (eluted with dichloromethane/ethyl acetate) to thereby give 0.45 g of methyl 3-acetamido-4-(1-oxo-4-cyano-3-pyridylthio)benzoate as a colorless solid. 0.079 g of sodium hydride was added in ... Reactants: N1(C[C@@H](CC1)N)C(OC(C)(C)C)=O, c1c(ccc(n1)N1CCOCC1)Br. The reagents and catalysts are c1ccc(cc1)-c2c3ccccc3cc4ccccc24 (9-Phenylanthracene), CCN=P(N=P(N(C)C)(N(C)C)N(C)C)(N(C)C)N(C)C (P2-Et), c1(c(c(ccc1OC)OC)P(C1CCCCC1)C1CCCCC1)c1c(cc(cc1C(C)C)C(C)C)C(C)C.c1(ccccc1c1ccccc1N)[Pd+].[O-]S(C)(=O)=O (3G OMs BrettPhos). The solvent is C1COCCO1 (Dioxane). Reaction conditions: temperature 110 celsius, time 18 hour. Product: CC(C)(C)OC(=O)N1CC[C@H](C1)Nc2ccc(nc2)N3CCOCC3. Reaction SMILES: [CH3:1][C:2]([O:5][C:6]([N:8]1[CH2:13][C@H:11]([NH2:12])[CH2:10][CH2:9]1)=[O:7])([CH3:4])[CH3:3].Br[c:14]1[cH:19][n:18][c:17]([N:20]2[CH2:25][CH2:24][O:23][CH2:22][CH2:21]2)[cH:16][cH:15]1>>[CH3:1][C:2]([O:5][C:6]([N:8]1[CH2:13][C@H:11]([NH:12][c:14]2[cH:19][n:18][c:17]([N:20]3[CH2:25][CH2:24][O:23][CH2:22][CH2:21]3)[cH:16][cH:15]2)[CH2:10][CH2:9]1)=[O:7])([CH3:4])[CH3:3].